The task is: describe an organic reaction: reactants, conditions, products, and yield. This data is from the Open Reaction Database (ORD), a public repository of structured organic reaction records. The reactants are CS(=O)C1=CC=C(N)C=C1 (4-methylsulfinylaniline), FC1=CC=C(C=O)C=C1 (4-fluorobenzaldehyde). The solvent is C1=CC=CC=C1 (benzene). Yields the product FC1=CC=C(C=NC2=CC=C(C=C2)S(=O)C)C=C1 (N-(4-Fluorobenzyliden)-4-methylsulfinylaniline). As a reaction SMILES: [CH3:1][S:2]([C:4]1[CH:10]=[CH:9][C:7]([NH2:8])=[CH:6][CH:5]=1)=[O:3].[F:11][C:12]1[CH:19]=[CH:18][C:15]([CH:16]=O)=[CH:14][CH:13]=1>C1C=CC=CC=1>[F:11][C:12]1[CH:19]=[CH:18][C:15]([CH:16]=[N:8][C:7]2[CH:9]=[CH:10][C:4]([S:2]([CH3:1])=[O:3])=[CH:5][CH:6]=2)=[CH:14][CH:13]=1. Reported procedure: A mixture of 3.0 g (19 mmol) of 4-methylsulfinylaniline (obtained in reference example 3), 2 mL (19 mmol) of 4-fluorobenzaldehyde and 80 mL of benzene was refluxed in a Dean-Stark for 2 days. The solvent was removed and the crude product obtained was directly used in the next reaction. Reactants: Cl[Si](C)(C)C (Chlorotrimethylsilane), O (water), CN(C1(CCC(CC1)CC(=O)NC1=CC=C(C=C1)C)C1=CC=CC=C1)C (2-(4-dimethylamino-4-phenyl-cyclohexyl)-N-p-tolyl-acetamide). Run in CC(=O)CC (ethyl methyl ketone). Yields the product Cl.CN(C1(CCC(CC1)CC(=O)NC1=CC=C(C=C1)C)C1=CC=CC=C1)C (2-(4-Dimethylamino-4-phenyl-cyclohexyl)-N-p-tolyl-acetamide hydrochloride). Reaction SMILES: [Cl:1][Si](C)(C)C.O.[CH3:7][N:8]([CH3:32])[C:9]1([C:26]2[CH:31]=[CH:30][CH:29]=[CH:28][CH:27]=2)[CH2:14][CH2:13][CH:12]([CH2:15][C:16]([NH:18][C:19]2[CH:24]=[CH:23][C:22]([CH3:25])=[CH:21][CH:20]=2)=[O:17])[CH2:11][CH2:10]1>CC(CC)=O>[ClH:1].[CH3:32][N:8]([CH3:7])[C:9]1([C:26]2[CH:31]=[CH:30][CH:29]=[CH:28][CH:27]=2)[CH2:10][CH2:11][CH:12]([CH2:15][C:16]([NH:18][C:19]2[CH:20]=[CH:21][C:22]([CH3:25])=[CH:23][CH:24]=2)=[O:17])[CH2:13][CH2:14]1 |f:4.5|. Procedure details: Chlorotrimethylsilane (0.477 ml) and water (34 μl) were added to a solution of the more polar diastereoisomer of 2-(4-dimethylamino-4-phenyl-cyclohexyl)-N-p-tolyl-acetamide (1.2 g, 3.4 mmol) in ethyl methyl ketone (10 ml). The hydrochloride was extracted as an oil with hexane and isolated in a yield of 78% (1.04 g; 2.7 mmol) (Example 60). Starting materials: Cc1cc2ncccc2cc1OS(=O)(=O)C(F)(F)F, Cn1cc(-c2ccc3nnc(S)n3n2)cn1, CCN(C(C)C)C(C)C, [Na+], CN(C)C=O, O=C(C=Cc1ccccc1)C=Cc1ccccc1, O=C(C=Cc1ccccc1)C=Cc1ccccc1, O=C(C=Cc1ccccc1)C=Cc1ccccc1, [OH-], [Pd], [Pd]. Product: Cc1cc2ncccc2cc1Sc1nnc2ccc(-c3cnn(C)c3)nn12. RXN SMILES: [CH3:1][c:2]1[c:3]([O:12][S:13]([C:14]([F:15])([F:16])[F:17])(=[O:18])=[O:19])[cH:4][c:5]2[cH:6][cH:7][cH:8][n:9][c:10]2[cH:11]1.[CH3:29][n:30]1[n:31][cH:32][c:33](-[c:35]2[cH:36][cH:37][c:38]3[n:39]([n:40]2)[c:41]([SH:44])[n:42][n:43]3)[cH:34]1.[CH:20]([N:21]([CH:22]([CH3:23])[CH3:24])[CH2:25][CH3:26])([CH3:27])[CH3:28].[Na+:46].[O:47]=[CH:48][N:49]([CH3:50])[CH3:51].[O:54]=[C:55]([CH:56]=[CH:57][c:58]1[cH:59][cH:60][cH:61][cH:62][cH:63]1)[CH:64]=[CH:65][c:66]1[cH:67][cH:68][cH:69][cH:70][cH:71]1.[O:72]=[C:73]([CH:74]=[CH:75][c:76]1[cH:77][cH:78][cH:79][cH:80][cH:81]1)[CH:82]=[CH:83][c:84]1[cH:85][cH:86][cH:87][cH:88][cH:89]1.[O:90]=[C:91]([CH:92]=[CH:93][c:94]1[cH:95][cH:96][cH:97][cH:98][cH:99]1)[CH:100]=[CH:101][c:102]1[cH:103][cH:104][cH:105][cH:106][cH:107]1.[OH-:45].[Pd:52].[Pd:53]>>[CH3:1][c:2]1[c:3]([S:44][c:41]2[n:39]3[c:38]([cH:37][cH:36][c:35](-[c:33]4[cH:32][n:31][n:30]([CH3:29])[cH:34]4)[n:40]3)[n:43][n:42]2)[cH:4][c:5]2[cH:6][cH:7][cH:8][n:9][c:10]2[cH:11]1. Reactants: CN1CCN(c2ccc(Nc3ncc4ccc(Br)n4n3)cc2)CC1, CC(=O)[O-], CC(=O)[O-], C1COCCO1, CN(C)C=O, O=Cc1ccc(B(O)O)o1, [Na+], [Na+], O=C([O-])[O-], O, [Pd+2], c1ccc(P(c2ccccc2)c2ccccc2)cc1. The product is CN1CCN(c2ccc(Nc3ncc4ccc(-c5ccc(C=O)o5)n4n3)cc2)CC1. Reaction SMILES: [Br:20][c:21]1[cH:22][cH:23][c:24]2[cH:25][n:26][c:27]([NH:30][c:31]3[cH:32][cH:33][c:34]([N:37]4[CH2:38][CH2:39][N:40]([CH3:43])[CH2:41][CH2:42]4)[cH:35][cH:36]3)[n:28][n:29]12.[C:61]([O-:62])(=[O:63])[CH3:64].[C:66]([O-:67])(=[O:68])[CH3:69].[CH2:75]1[O:76][CH2:77][CH2:78][O:79][CH2:80]1.[CH3:70][N:71]([CH3:72])[CH:73]=[O:74].[CH:44](=[O:45])[c:46]1[o:47][c:48]([B:51]([OH:52])[OH:53])[cH:49][cH:50]1.[Na+:54].[Na+:55].[O-:56][C:57](=[O:58])[O-:59].[OH2:60].[Pd+2:65].[c:1]1([P:2]([c:3]2[cH:4][cH:5][cH:6][cH:7][cH:8]2)[c:9]2[cH:10][cH:11][cH:12][cH:13][cH:14]2)[cH:15][cH:16][cH:17][cH:18][cH:19]1>>[c:21]1(-[c:48]2[o:47][c:46]([CH:44]=[O:45])[cH:50][cH:49]2)[cH:22][cH:23][c:24]2[cH:25][n:26][c:27]([NH:30][c:31]3[cH:32][cH:33][c:34]([N:37]4[CH2:38][CH2:39][N:40]([CH3:43])[CH2:41][CH2:42]4)[cH:35][cH:36]3)[n:28][n:29]12. Reactants: C(=S)=S (carbon disulfide), C(C)O (ethanol), C(C)O (ethanol), NC1C(CCCC1)N (1,2-diaminocyclohexane). Solvent: O (water). Product: N1C(NC2C1CCCC2)=S (3a,4,5,6,7,7a-hexahydro-2-benzimidazolin-thione). Reaction SMILES: [C:1](=[S:3])=S.C(O)C.[NH2:7][CH:8]1[CH2:13][CH2:12][CH2:11][CH2:10][CH:9]1[NH2:14]>O>[NH:7]1[CH:8]2[CH2:13][CH2:12][CH2:11][CH2:10][CH:9]2[NH:14][C:1]1=[S:3]. Reported procedure: To a mixture of 67 g. of carbon disulfide in 300 ml. of ethanol is added dropwise with stirring a solution of 100 g. of 1,2-diaminocyclohexane in 100 ml. of ethanol. The resulting solution is stirred one-half hour after addition; liquid eliminated and the residue dissolved in 300 ml. of water and heated at reflux for 18 hours. The precipitate which forms on cooling is filtered off, washed with water and then with ether and dried under reduced pressure to obtain 3a,4,5,6,7,7a-hexahydro-2-benzimid...